From a dataset of the Open Reaction Database (ORD), a public repository of structured organic reaction records. describe an organic reaction: reactants, conditions, products, and yield Starting materials: NC=O, O=CO, CC(=O)CC1(c2ccc(Cl)cc2)CCC1. The product is CC(CC1(c2ccc(Cl)cc2)CCC1)NC=O. As a reaction SMILES: [CH:16](=[O:17])[NH2:18].[CH:19]([OH:20])=[O:21].[Cl:1][c:2]1[cH:3][cH:4][c:5]([C:8]2([CH2:12][C:13]([CH3:14])=[O:15])[CH2:9][CH2:10][CH2:11]2)[cH:6][cH:7]1>>[Cl:1][c:2]1[cH:3][cH:4][c:5]([C:8]2([CH2:12][CH:13]([CH3:14])[NH:18][CH:16]=[O:17])[CH2:9][CH2:10][CH2:11]2)[cH:6][cH:7]1.